This data is from the Open Reaction Database (ORD), a public repository of structured organic reaction records. The task is: describe an organic reaction: reactants, conditions, products, and yield Starting materials: CCOC(=O)COc1ccc(C)cc1NC(=O)c1ccc(OCCCCc2ccccc2)cc1, CO, Cl. The product is Cc1ccc(OCC(=O)O)c(NC(=O)c2ccc(OCCCCc3ccccc3)cc2)c1. Reaction SMILES: [CH3:1][c:2]1[cH:3][c:4]([NH:15][C:16]([c:17]2[cH:18][cH:19][c:20]([O:23][CH2:24][CH2:25][CH2:26][CH2:27][c:28]3[cH:29][cH:30][cH:31][cH:32][cH:33]3)[cH:21][cH:22]2)=[O:34])[c:5]([O:6][CH2:7][C:8](=[O:9])[O:10][CH2:11][CH3:12])[cH:13][cH:14]1.[CH3:36][OH:37].[ClH:35]>>[CH3:1][c:2]1[cH:3][c:4]([NH:15][C:16]([c:17]2[cH:18][cH:19][c:20]([O:23][CH2:24][CH2:25][CH2:26][CH2:27][c:28]3[cH:29][cH:30][cH:31][cH:32][cH:33]3)[cH:21][cH:22]2)=[O:34])[c:5]([O:6][CH2:7][C:8](=[O:9])[OH:10])[cH:13][cH:14]1. Reaction SMILES: [Br:24][CH2:25][C:26](=[O:27])[O:28][CH2:29][CH3:30].[CH3:31][CH2:32][O:33][CH2:34][CH3:35].[CH3:36][N:37]([CH3:38])[CH:39]=[O:40].[F:1][c:2]1[c:3](-[n:10]2[n:11][cH:12][c:13]([C:18]([F:19])([F:20])[F:21])[c:14]([CH3:17])[c:15]2=[O:16])[cH:4][c:5]([OH:9])[c:6]([Cl:8])[cH:7]1.[H-:22].[Na+:23].[OH2:41]>>[F:1][c:2]1[c:3](-[n:10]2[n:11][cH:12][c:13]([C:18]([F:19])([F:20])[F:21])[c:14]([CH3:17])[c:15]2=[O:16])[cH:4][c:5]([O:9][CH2:25][C:26](=[O:27])[O:28][CH2:29][CH3:30])[c:6]([Cl:8])[cH:7]1. Yields the product CCOC(=O)COc1cc(-n2ncc(C(F)(F)F)c(C)c2=O)c(F)cc1Cl. Starting materials: CCOC(=O)CBr, CCOCC, CN(C)C=O, Cc1c(C(F)(F)F)cnn(-c2cc(O)c(Cl)cc2F)c1=O, [H-], [Na+], O. Starting materials: CCCC(C)C, CC(C)=O, O, CC(=O)C(C)(O)CO, Cc1ccc(S(=O)(=O)O)cc1. Yields the product CC(=O)C1(C)COC(C)(C)O1. As a reaction SMILES: [CH3:25][CH2:26][CH2:27][CH:28]([CH3:29])[CH3:30].[CH3:9][C:10]([CH3:11])=[O:12].[OH2:13].[OH:1][C:2]([C:3]([CH3:4])=[O:5])([CH2:6][OH:7])[CH3:8].[c:14]1([CH3:15])[cH:16][cH:17][c:18]([S:19]([OH:20])(=[O:21])=[O:22])[cH:23][cH:24]1>>[O:1]1[C:2]([C:3]([CH3:4])=[O:5])([CH3:8])[CH2:6][O:7][C:10]1([CH3:9])[CH3:11]. Reactants: [Si](C)(C)(C(C)(C)C)OCCCN1C(N(C2=C(C1=O)C(=C(C=N2)C2=C(C=CC=C2)C(C)C)C(O)C2=CC=C(C=C2)Cl)C)=O (3-(3-((tert-butyldimethylsilyl)oxy)propyl)-5-((4-chlorophenyl) (hydroxy)methyl)-6-(2-isopropylphenyl)-1-methylpyrido[2,3-d]pyrimidine-2,4(1H,3H)-dione), [Si](C)(C)(C(C)(C)C)OCCCN1C(N(C2=C(C1=O)C(=C(C=N2)C2=C(C=CC=C2)C(C)C)C(O)C2=CC=C(C=C2)Cl)C)=O (3-(3-((tert-butyldimethylsilyl)oxy)propyl)-5-((4-chlorophenyl) (hydroxy)methyl)-6-(2-isopropylphenyl)-1-methylpyrido[2,3-d]pyrimidine-2,4(1H,3H)-dione), FC(OC=1C=C(C=CC1)B(O)O)(F)F (3-(trifluoromethoxy)phenylboronic acid), C(=O)([O-])[O-].[K+].[K+] (K2CO3). Reagents/catalysts: C=1C=CC(=CC1)[P](C=2C=CC=CC2)(C=3C=CC=CC3)[Pd]([P](C=4C=CC=CC4)(C=5C=CC=CC5)C=6C=CC=CC6)([P](C=7C=CC=CC7)(C=8C=CC=CC8)C=9C=CC=CC9)[P](C=1C=CC=CC1)(C=1C=CC=CC1)C=1C=CC=CC1 (Pd(PPh3)4). Run in O1CCOCC1 (dioxane), O (water). Run at temperature 100 celsius. Product: ClC1=CC=C(C=C1)C(C1=C(C=NC=2N(C(N(C(C21)=O)CCCOC2OCCCC2)=O)C)C2=CC(=CC=C2)OC(F)(F)F)O (5-((4-chlorophenyl)(hydroxy)methyl)-1-methyl-3-(3-(tetrahydro-2H-pyran-2-yloxy) propyl)-6-(3-(trifluoromethoxy)phenyl)pyrido[2,3-d]pyrimidine-2,4(1H,3H)-dione). Yield: 22.0%. As a reaction SMILES: [Si]([O:8][CH2:9][CH2:10][CH2:11][N:12]1[C:17](=[O:18])[C:16]2[C:19]([CH:32]([C:34]3[CH:39]=[CH:38][C:37]([Cl:40])=[CH:36][CH:35]=3)[OH:33])=[C:20](C3C=CC=CC=3C(C)C)[CH:21]=[N:22][C:15]=2[N:14]([CH3:41])[C:13]1=[O:42])(C(C)(C)C)(C)C.[F:43][C:44]([F:56])([F:55])[O:45][C:46]1[CH:47]=[C:48](B(O)O)[CH:49]=[CH:50][CH:51]=1.[C:57]([O-:60])([O-])=O.[K+].[K+]>O1CCOCC1.O.C1C=CC([P]([Pd]([P](C2C=CC=CC=2)(C2C=CC=CC=2)C2C=CC=CC=2)([P](C2C=CC=CC=2)(C2C=CC=CC=2)C2C=CC=CC=2)[P](C2C=CC=CC=2)(C2C=CC=CC=2)C2C=CC=CC=2)(C2C=CC=CC=2)C2C=CC=CC=2)=CC=1>[Cl:40][C:37]1[CH:36]=[CH:35][C:34]([CH:32]([OH:33])[C:19]2[C:16]3[C:17](=[O:18])[N:12]([CH2:11][CH2:10][CH2:9][O:8][CH:20]4[CH2:19][CH2:16][CH2:15][CH2:57][O:60]4)[C:13](=[O:42])[N:14]([CH3:41])[C:15]=3[N:22]=[CH:21][C:20]=2[C:50]2[CH:49]=[CH:48][CH:47]=[C:46]([O:45][C:44]([F:56])([F:55])[F:43])[CH:51]=2)=[CH:39][CH:38]=1 |f:2.3.4,^1:73,75,94,113|. Reported procedure: To a mixture of 6-bromo-5-((4-chlorophenyl)(hydroxy)methyl)-1-methyl-3-(3-(tetrahydro-2H-pyran-2-yloxy)propyl)pyrido[2,3-d]pyrimidine-2,4(1H,3H)-dione (See Compound 20, step 5, 120 mg, 0.22 mmol) and 3-(trifluoromethoxy)phenylboronic acid (60 mg, 0.33 mmol) in dioxane (3.2 ml) and water (0.8 mL) was added K2CO3 (92 mg, 0.67 mmol) and Pd(PPh3)4 (20 mg). The reaction was degassed with nitrogen (3×), heated at 100° C. for 18 h, cooled to RT, diluted with water (10 mL) then extracted with EA (2×10 m...